This data is from the Open Reaction Database (ORD), a public repository of structured organic reaction records. The task is: describe an organic reaction: reactants, conditions, products, and yield The reactants are N (ammonia), C(C)OC(=O)C=1N=C(N(C(C1OCC1=CC=CC=C1)=O)C)S(=O)(=O)C (2-methanesulfonyl-5-benzyloxy-1-methyl-6-oxo-1,6-dihydro-pyrimidine-4-carboxylic acid ethyl ester). The solvent is C(C)#N (acetonitrile). Reaction conditions: time 30 minute. The product is C(C)OC(=O)C=1N=C(N(C(C1OCC1=CC=CC=C1)=O)C)N (2-Amino-5-benzyloxy-1-methyl-6-oxo-1,6-dihydro-pyrimidine-4-carboxylic acid ethyl ester). The yield is 59.0%. RXN SMILES: [NH3:1].[CH2:2]([O:4][C:5]([C:7]1[N:8]=[C:9](S(C)(=O)=O)[N:10]([CH3:22])[C:11](=[O:21])[C:12]=1[O:13][CH2:14][C:15]1[CH:20]=[CH:19][CH:18]=[CH:17][CH:16]=1)=[O:6])[CH3:3]>C(#N)C>[CH2:2]([O:4][C:5]([C:7]1[N:8]=[C:9]([NH2:1])[N:10]([CH3:22])[C:11](=[O:21])[C:12]=1[O:13][CH2:14][C:15]1[CH:20]=[CH:19][CH:18]=[CH:17][CH:16]=1)=[O:6])[CH3:3]. Reported procedure: Gaseous ammonia was bubbled at 25° C. in a solution of 2-methanesulfonyl-5-benzyloxy-1-methyl-6-oxo-1,6-dihydro-pyrimidine-4-carboxylic acid ethyl ester (0.200 g, 0.55 mmol) in acetonitrile (4 ml). After 30 min, the solvent was evaporated in vacuo and the residue was chromatographed on silica gel (elution toluene-ethyl acetate, 6:4 to 1:1) to give 0.099 g (59% yield) of the title ester as a white solid. 1HNMR 400 MHz (DMSO-d6) δ (ppm): 1.19 (3H, t, J=7.1 Hz, CH3), 3.29 (3H, s, NCH3), 4.18 (2H, q... Reaction SMILES: [NH2:1][C:2]1[C:3]([NH:10][C:11]2[CH:16]=[CH:15][C:14]([Br:17])=[CH:13][C:12]=2[F:18])=[CH:4][C:5](=[O:9])[N:6]([CH3:8])[CH:7]=1.[CH:19]1([S:22](Cl)(=[O:24])=[O:23])[CH2:21][CH2:20]1>>[Br:17][C:14]1[CH:15]=[CH:16][C:11]([NH:10][C:3]2[C:2]([NH:1][S:22]([CH:19]3[CH2:21][CH2:20]3)(=[O:24])=[O:23])=[CH:7][N:6]([CH3:8])[C:5](=[O:9])[CH:4]=2)=[C:12]([F:18])[CH:13]=1. Starting materials: NC=1C(=CC(N(C1)C)=O)NC1=C(C=C(C=C1)Br)F (5-Amino-4-(2-fluoro-4-bromophenylamino)-1-methylpyridin-2(1H)-one), C1(CC1)S(=O)(=O)Cl (cyclopropanesulfonyl chloride). Procedure details: 5-Amino-4-(2-fluoro-4-bromophenylamino)-1-methylpyridin-2(1H)-one was reacted with cyclopropanesulfonyl chloride using the same procedure as described in step f of example 1 above, and purified by HPLC. Product: BrC1=CC(=C(C=C1)NC=1C(=CN(C(C1)=O)C)NS(=O)(=O)C1CC1)F (Cyclopropanesulfonic acid [4-(4-bromo-2-fluoro-phenylamino)-1-methyl-6-oxo-1,6-dihydro-pyridin-3-yl]-amide). Starting materials: CO, CN(C)c1cccc([N+](=O)[O-])c1S(N)(=O)=O. The product is CN(C)c1cccc(N)c1S(N)(=O)=O. RXN SMILES: [CH3:17][OH:18].[CH3:1][N:2]([c:3]1[c:4]([S:12](=[O:13])(=[O:14])[NH2:15])[c:5]([N+:9]([O-:10])=[O:11])[cH:6][cH:7][cH:8]1)[CH3:16]>>[CH3:1][N:2]([c:3]1[c:4]([S:12](=[O:13])(=[O:14])[NH2:15])[c:5]([NH2:9])[cH:6][cH:7][cH:8]1)[CH3:16].